describe an organic reaction: reactants, conditions, products, and yield From a dataset of the Open Reaction Database (ORD), a public repository of structured organic reaction records. Reactants: C(C1=CC=CC=C1)N1C(C=CC1=O)=O (N-benzylmaleimide), C(=O)([O-])[O-].[K+].[K+] (K2CO3), BrC[N+](=O)[O-] (bromonitromethane). Run in CC#N (CH3CN). Run at time 24 hour. The product is C(C1=CC=CC=C1)N1C(C2C(C2C1=O)[N+](=O)[O-])=O (3-benzyl-6-nitro-3-azabicyclo[3.1.0]hexane-2,4-dione). The yield is 40.1%. As a reaction SMILES: [CH2:1]([N:8]1[C:12](=[O:13])[CH:11]=[CH:10][C:9]1=[O:14])[C:2]1[CH:7]=[CH:6][CH:5]=[CH:4][CH:3]=1.C([O-])([O-])=O.[K+].[K+].Br[CH2:22][N+:23]([O-:25])=[O:24]>CC#N>[CH2:1]([N:8]1[C:12](=[O:13])[CH:11]2[CH:10]([CH:22]2[N+:23]([O-:25])=[O:24])[C:9]1=[O:14])[C:2]1[CH:3]=[CH:4][CH:5]=[CH:6][CH:7]=1 |f:1.2.3|. Procedure: To a mixture of N-benzylmaleimide (7.40 g) and K2CO3 (5.50 g) in 500 mL of CH3CN was added bromonitromethane (5.60 g) dropwise. The reaction mixture was stirred for 24 h at room temperature and filtered. The filtrate was concentrated in vacuo and the residue was chromatographed with a silica gel column (eluting agent: 4:1 (v/v) PE/EA) to give the title compound as a pale yellow solid (3.90 g, 40.00%), HPLC: 93.00%. The compound was characterized by the following spectroscopic data: MS (ESI, pos.... Reactants: CC(C)(C)OC(=O)OC(=O)OC(C)(C)C, C1CCOC1, COC(=O)c1ccc(NCCN(C)C)cc1. Yields the product COC(=O)c1ccc(N(CCN(C)C)C(=O)OC(C)(C)C)cc1. RXN SMILES: [C:17]([O:18][C:19]([O:21][C:22]([CH3:23])([CH3:24])[CH3:25])=[O:31])(=[O:20])[O:26][C:27]([CH3:28])([CH3:29])[CH3:30].[CH2:32]1[O:33][CH2:34][CH2:35][CH2:36]1.[CH3:1][N:2]([CH2:3][CH2:4][NH:5][c:6]1[cH:7][cH:8][c:9]([C:10](=[O:11])[O:12][CH3:13])[cH:14][cH:15]1)[CH3:16]>>[CH3:1][N:2]([CH2:3][CH2:4][N:5]([c:6]1[cH:7][cH:8][c:9]([C:10](=[O:11])[O:12][CH3:13])[cH:14][cH:15]1)[C:19](=[O:18])[O:21][C:22]([CH3:23])([CH3:24])[CH3:25])[CH3:16].